This data is from the Open Reaction Database (ORD), a public repository of structured organic reaction records. The task is: describe an organic reaction: reactants, conditions, products, and yield The reactants are CC(=O)Cl, ClCCl, Nc1cc(C(=O)c2ccccc2)ccc1[N+](=O)[O-]. Reaction SMILES: [CH3:19][C:20]([Cl:21])=[O:22].[Cl:23][CH2:24][Cl:25].[c:1]1([C:7](=[O:8])[c:9]2[cH:10][c:11]([NH2:18])[c:12]([N+:15](=[O:16])[O-:17])[cH:13][cH:14]2)[cH:2][cH:3][cH:4][cH:5][cH:6]1>>[c:1]1([C:7](=[O:8])[c:9]2[cH:10][c:11]([NH:18][C:20]([CH3:19])=[O:22])[c:12]([N+:15](=[O:16])[O-:17])[cH:13][cH:14]2)[cH:2][cH:3][cH:4][cH:5][cH:6]1. Product: CC(=O)Nc1cc(C(=O)c2ccccc2)ccc1[N+](=O)[O-]. Reactants: O=C1[C@@H](N2C([C@@H]([C@H]2C1)C(C)(OC(=O)OCC1=CC=C(C=C1)[N+](=O)[O-])C)=O)C(=O)OCC1=CC=C(C=C1)[N+](=O)[O-] (4-nitrobenzyl(2R,5R,6S)-3,7-dioxo-6-[1-methyl-1-(4-nitrobenzyloxycarbonyloxy)ethyl]-1-azabicyclo[3.2.0]heptane-2-carboxylate), 4-N,N-dimethylaminopyridine, C(C)(C)N(CC)C(C)C (di-isopropylethylamine), C(C)(C)N(CC)C(C)C (diisopropylethylamine), [N+](=O)([O-])C1=CC=C(COC(=O)NCCS)C=C1 (N-(4-nitrobenzyloxycarbonyl)cysteamine), P(=O)(OC1=CC=CC=C1)(OC1=CC=CC=C1)Cl (diphenyl chlorophosphate). Run in C(C)#N (acetonitrile), C(C)#N (acetonitrile), C(C)#N (acetonitrile), C(C)#N (acetonitrile), C(C)(=O)OCC (ethyl acetate), C(C)#N (acetonitrile). Reaction conditions: temperature 0 celsius, time 8 hour. Product: CC(C)(OC(=O)OCC1=CC=C(C=C1)[N+](=O)[O-])[C@@H]1[C@H]2CC(=C(N2C1=O)C(=O)OCC1=CC=C(C=C1)[N+](=O)[O-])SCCNC(=O)OCC1=CC=C(C=C1)[N+](=O)[O-] (4-nitrobenzyl(5R,6S)-6-[1-methyl-1-(4-nitrobenzyloxycarbonyloxy)ethyl]-3-[2-(4-nitrobenzyloxycarbonylamino)-ethylthio]-7-oxo-1-azabicyclo[3.2.0]hept-2-ene-2-carboxylate). Isolated yield 78.5%. RXN SMILES: O=[C:2]1[CH2:8][C@H:7]2[N:4]([C:5](=[O:26])[C@@H:6]2[C:9]([CH3:25])([O:11][C:12]([O:14][CH2:15][C:16]2[CH:21]=[CH:20][C:19]([N+:22]([O-:24])=[O:23])=[CH:18][CH:17]=2)=[O:13])[CH3:10])[C@H:3]1[C:27]([O:29][CH2:30][C:31]1[CH:36]=[CH:35][C:34]([N+:37]([O-:39])=[O:38])=[CH:33][CH:32]=1)=[O:28].C(N(C(C)C)CC)(C)C.P(Cl)(OC1C=CC=CC=1)(OC1C=CC=CC=1)=O.[N+:66]([C:69]1[CH:82]=[CH:81][C:72]([CH2:73][O:74][C:75]([NH:77][CH2:78][CH2:79][SH:80])=[O:76])=[CH:71][CH:70]=1)([O-:68])=[O:67]>C(#N)C.C(OCC)(=O)C>[CH3:25][C:9]([C@H:6]1[C:5](=[O:26])[N:4]2[C@@H:7]1[CH2:8][C:2]([S:80][CH2:79][CH2:78][NH:77][C:75]([O:74][CH2:73][C:72]1[CH:81]=[CH:82][C:69]([N+:66]([O-:68])=[O:67])=[CH:70][CH:71]=1)=[O:76])=[C:3]2[C:27]([O:29][CH2:30][C:31]1[CH:32]=[CH:33][C:34]([N+:37]([O-:39])=[O:38])=[CH:35][CH:36]=1)=[O:28])([O:11][C:12]([O:14][CH2:15][C:16]1[CH:17]=[CH:18][C:19]([N+:22]([O-:24])=[O:23])=[CH:20][CH:21]=1)=[O:13])[CH3:10]. Procedure details: To a solution of 4-nitrobenzyl(2R,5R,6S)-3,7-dioxo-6-[1-methyl-1-(4-nitrobenzyloxycarbonyloxy)ethyl]-1-azabicyclo[3.2.0]heptane-2-carboxylate (148.5 mg) and 4-N,N-dimethylaminopyridine (3.35 mg) in acetonitrile (7.4 ml) was added dropwise a solution of di-isopropylethylamine (57.3 μl) in acetonitrile (0.516 ml). To the mixture was further added a solution of diphenyl chlorophosphate (59.6 μl) in acetonitrile (0.536 ml) at 0° C. After stirring for an hour at 0° C., a solution of diisopropylethyla... Reactants: CC(C)(C)OC(=O)NC(=S)NC(=O)OC(C)(C)C, ClCCl, Nc1cccc(N2CCCC2=O)c1. Product: CC(C)(C)OC(=O)N=C(NC(=O)OC(C)(C)C)Nc1cccc(N2CCCC2=O)c1. As a reaction SMILES: [CH3:14][C:15]([CH3:16])([O:17][C:18]([NH:19][C:20]([NH:21][C:22]([O:23][C:24]([CH3:25])([CH3:26])[CH3:27])=[O:28])=[S:29])=[O:30])[CH3:31].[Cl:32][CH2:33][Cl:34].[NH2:1][c:2]1[cH:3][c:4]([N:8]2[C:9](=[O:13])[CH2:10][CH2:11][CH2:12]2)[cH:5][cH:6][cH:7]1>>[NH:1]([c:2]1[cH:3][c:4]([N:8]2[C:9](=[O:13])[CH2:10][CH2:11][CH2:12]2)[cH:5][cH:6][cH:7]1)[C:20](=[N:19][C:18]([O:17][C:15]([CH3:14])([CH3:16])[CH3:31])=[O:30])[NH:21][C:22]([O:23][C:24]([CH3:25])([CH3:26])[CH3:27])=[O:28]. Starting materials: CON(C(=O)C=1C(=NC(=NC1)SCC)N)C (4-amino-2-ethylsulfanyl-pyrimidine-5-carboxylic acid methoxy-methyl-amide), BrC1=C(C=CC(=C1)F)CC (2-bromo-1-ethyl-4-fluoro-benzene). The product is NC1=NC(=NC=C1C(=O)C1=C(C=CC(=C1)F)CC)SC ((4-Amino-2-methylsulfanyl-pyrimidin-5-yl)-(2-ethyl-5-fluoro-phenyl)-methanone). As a reaction SMILES: CON(C)[C:4]([C:6]1[C:7]([NH2:15])=[N:8][C:9]([S:12][CH2:13]C)=[N:10][CH:11]=1)=[O:5].Br[C:18]1[CH:23]=[C:22]([F:24])[CH:21]=[CH:20][C:19]=1[CH2:25][CH3:26]>>[NH2:15][C:7]1[C:6]([C:4]([C:18]2[CH:23]=[C:22]([F:24])[CH:21]=[CH:20][C:19]=2[CH2:25][CH3:26])=[O:5])=[CH:11][N:10]=[C:9]([S:12][CH3:13])[N:8]=1. Procedure: The compound was prepared from 4-amino-2-ethylsulfanyl-pyrimidine-5-carboxylic acid methoxy-methyl-amide, Example 1, and 2-bromo-1-ethyl-4-fluoro-benzene (prepared from 2-bromo-4-fluoroacetophenone, WO0015634) in an analogous manner as described in Example 169.